This data is from the Open Reaction Database (ORD), a public repository of structured organic reaction records. The task is: describe an organic reaction: reactants, conditions, products, and yield As a reaction SMILES: C1C=CC=CC=1.[C:7]([O:11][CH2:12][CH3:13])(=[O:10])[CH:8]=[CH2:9].[C:14]([O-:17])(=[O:16])[CH3:15].[Na+].C(CC(=O)C)(=O)C.O=O.C(OCC)(=O)C=CC1C=CC=CC=1>C([O-])(=O)C.[Pd+2].C([O-])(=O)C.C(O)(=O)C>[C:14]([O:17][CH:9]=[CH:8][C:7]([O:11][CH2:12][CH3:13])=[O:10])(=[O:16])[CH3:15] |f:2.3,7.8.9|. Product: C(C)(=O)OC=CC(=O)OCC (ethyl 3-acetoxyacrylate). The reactants are C1=CC=CC=C1 (benzene), C(C=C)(=O)OCC (ethyl acrylate), H7PMo8V4O40, C(C)(=O)[O-].[Na+] (sodium acetate), C(C)(=O)CC(C)=O (acetylacetone), C(C=CC1=CC=CC=C1)(=O)OCC (ethyl cinnamate), O=O (oxygen). Procedure: In a flask, 15 mmol of benzene, 1.5 mmol of ethyl acrylate, 0.1 mmol of palladium(II) acetate, 0.02 mmol of H7PMo8V4O40, 0.08 mmol of sodium acetate, 0.1 mmol of acetylacetone, and 5 ml of acetic acid were placed and were stirred at a constant temperature of 90° C. in an atmosphere of oxygen gas at 1 atm (0.1 MPa) for 6 hours. The resulting reaction mixture was analyzed by gas chromatography to find that ethyl cinnamate, ethyl 3,3-diphernylacrylate, and ethyl 3-acetoxyacrylate were produced in y... The solvent is C(C)(=O)O (acetic acid). The reagents and catalysts are C(C)(=O)[O-].[Pd+2].C(C)(=O)[O-] (palladium(II) acetate).